This data is from the Open Reaction Database (ORD), a public repository of structured organic reaction records. The task is: describe an organic reaction: reactants, conditions, products, and yield The reactants are [OH-].[Na+] (sodium hydroxide), C(CCCCCCC)NC(N(C)C=1C=C(C=CC1)C1=CC=C(C=C1)CCC(=O)OCC)=O (ethyl 3-[3′-(3-octyl-1-methylureido)biphenyl-4-yl]propanoate). Solvent: C(C)O (ethanol). Conditions: temperature 50 celsius. Yields the product C(CCCCCCC)NC(N(C)C=1C=C(C=CC1)C1=CC=C(C=C1)CCC(=O)O)=O (3-[3′-(3-octyl-1-methylureido)biphenyl-4-yl]propanoic acid). The yield is 71.2%. Reaction SMILES: [OH-].[Na+].[CH2:3]([NH:11][C:12](=[O:34])[N:13]([C:15]1[CH:16]=[C:17]([C:21]2[CH:26]=[CH:25][C:24]([CH2:27][CH2:28][C:29]([O:31]CC)=[O:30])=[CH:23][CH:22]=2)[CH:18]=[CH:19][CH:20]=1)[CH3:14])[CH2:4][CH2:5][CH2:6][CH2:7][CH2:8][CH2:9][CH3:10]>C(O)C>[CH2:3]([NH:11][C:12](=[O:34])[N:13]([C:15]1[CH:16]=[C:17]([C:21]2[CH:22]=[CH:23][C:24]([CH2:27][CH2:28][C:29]([OH:31])=[O:30])=[CH:25][CH:26]=2)[CH:18]=[CH:19][CH:20]=1)[CH3:14])[CH2:4][CH2:5][CH2:6][CH2:7][CH2:8][CH2:9][CH3:10] |f:0.1|. Reported procedure: 684 mg (17.1 mmol, 10 eq) of sodium hydroxide are added to a solution of 750 mg (1.71 mmol, 1 eq) of ethyl 3-[3′-(3-octyl-1-methylureido)biphenyl-4-yl]propanoate in 15 mL of ethanol. The reaction mixture is heated at 50° C. for 6 hours. The reaction medium is evaporated to dryness, taken up in water, acidified with 1N hydrochloric acid solution and extracted with ethyl acetate. The organic phases are combined, washed with water and dried over sodium sulfate. The solvent is evaporated off and the... The reactants are OCCCCCCBr, CCNc1ccc(Br)cc1, CCN(C(C)C)C(C)C, O. The product is CCN(CCCCCCO)c1ccc(Br)cc1. Reaction SMILES: [Br:20][CH2:21][CH2:22][CH2:23][CH2:24][CH2:25][CH2:26][OH:27].[CH2:1]([CH3:2])[NH:3][c:4]1[cH:5][cH:6][c:7]([Br:10])[cH:8][cH:9]1.[CH:11]([N:12]([CH2:13][CH3:14])[CH:15]([CH3:16])[CH3:17])([CH3:18])[CH3:19].[OH2:28]>>[CH2:1]([CH3:2])[N:3]([c:4]1[cH:5][cH:6][c:7]([Br:10])[cH:8][cH:9]1)[CH2:21][CH2:22][CH2:23][CH2:24][CH2:25][CH2:26][OH:27]. Yields the product CCCNS(=O)(=O)Nc1ccc2c(c1)S(=O)(=O)N=C(c1c(O)c3cccnc3n(CCC(C)C)c1=O)N2. The reactants are CO, CCCN(C(=O)OCc1ccccc1)S(=O)(=O)Nc1ccc2c(c1)S(=O)(=O)N=C(c1c(O)c3cccnc3n(CCC(C)C)c1=O)N2. RXN SMILES: [CH3:48][OH:49].[OH:1][c:2]1[c:3]([C:18]2=[N:19][S:20](=[O:46])(=[O:47])[c:21]3[c:22]([cH:24][cH:25][c:26]([NH:28][S:29]([N:30]([C:31]([O:32][CH2:33][c:34]4[cH:35][cH:36][cH:37][cH:38][cH:39]4)=[O:40])[CH2:41][CH2:42][CH3:43])(=[O:44])=[O:45])[cH:27]3)[NH:23]2)[c:4](=[O:17])[n:5]([CH2:12][CH2:13][CH:14]([CH3:15])[CH3:16])[c:6]2[n:7][cH:8][cH:9][cH:10][c:11]12>>[OH:1][c:2]1[c:3]([C:18]2=[N:19][S:20](=[O:46])(=[O:47])[c:21]3[c:22]([cH:24][cH:25][c:26]([NH:28][S:29]([NH:30][CH2:41][CH2:42][CH3:43])(=[O:44])=[O:45])[cH:27]3)[NH:23]2)[c:4](=[O:17])[n:5]([CH2:12][CH2:13][CH:14]([CH3:15])[CH3:16])[c:6]2[n:7][cH:8][cH:9][cH:10][c:11]12. Starting materials: CN[C@@H](C(=O)O)C1=CC=CC=C1 ((R)-methylamino-phenyl acetic acid), [OH-].[Na+] (sodium hydroxide), [H-].[Al+3].[Li+].[H-].[H-].[H-] (Lithium aluminum hydride). Solvent: O1CCCC1 (tetrahydrofuran), O1CCCC1 (tetrahydrofuran). Run at time 4 hour. Product: CN[C@@H](CO)C1=CC=CC=C1 ((R)-2-Methylamino-2-phenyl-ethanol), oil. The yield is 39.0%. Reaction SMILES: [H-].[Al+3].[Li+].[H-].[H-].[H-].[CH3:7][NH:8][C@H:9]([C:13]1[CH:18]=[CH:17][CH:16]=[CH:15][CH:14]=1)[C:10](O)=[O:11].[OH-].[Na+]>O1CCCC1>[CH3:7][NH:8][C@H:9]([C:13]1[CH:18]=[CH:17][CH:16]=[CH:15][CH:14]=1)[CH2:10][OH:11] |f:0.1.2.3.4.5,7.8|. Reported procedure: Lithium aluminum hydride (1.84 g, 43 mmol) was suspended in 30 ml of tetrahydrofuran and cooled in an ice-bath. A solution of (R)-methylamino-phenyl acetic acid (1.0 g, 6 mmol) in 10 ml of tetrahydrofuran was slowly added over a period of 20 minutes. The resulting mixture was stirred for 1 hour at 0°, 4 hours at room temperature and then refluxed overnight. The mixture was cooled and carefully hydrolysed by addition of 50 ml 15% aqueous sodium hydroxide. Extraction with ethyl acetate gives a cru... The reactants are S1CCSC2=C1C=CC(=C2)CNC2CCN(CC2)CCN2C(C=NC1=CC=C(C=C21)OC)=O (1-(2-(4-((2,3-dihydro-1,4-benzodithiin-6-ylmethyl)amino)piperidin-1-yl)ethyl)-7-methoxyquinoxalin-2(1H)-one), Cl.C(C)(=O)OCC (hydrogen chloride ethyl acetate). Run in C(C)(=O)OCC (ethyl acetate). The product is Cl.S1CCSC2=C1C=CC(=C2)CNC2CCN(CC2)CCN2C(C=NC1=CC=C(C=C21)OC)=O (1-(2-(4-((2,3-dihydro-1,4-benzodithiin-6-ylmethyl)amino)piperidin-1-yl)ethyl)-7-methoxyquinoxalin-2(1H)-one hydrochloride). RXN SMILES: [S:1]1[C:6]2[CH:7]=[CH:8][C:9]([CH2:11][NH:12][CH:13]3[CH2:18][CH2:17][N:16]([CH2:19][CH2:20][N:21]4[C:30]5[C:25](=[CH:26][CH:27]=[C:28]([O:31][CH3:32])[CH:29]=5)[N:24]=[CH:23][C:22]4=[O:33])[CH2:15][CH2:14]3)=[CH:10][C:5]=2[S:4][CH2:3][CH2:2]1.[ClH:34].C(OCC)(=O)C>C(OCC)(=O)C>[ClH:34].[S:1]1[C:6]2[CH:7]=[CH:8][C:9]([CH2:11][NH:12][CH:13]3[CH2:14][CH2:15][N:16]([CH2:19][CH2:20][N:21]4[C:30]5[C:25](=[CH:26][CH:27]=[C:28]([O:31][CH3:32])[CH:29]=5)[N:24]=[CH:23][C:22]4=[O:33])[CH2:17][CH2:18]3)=[CH:10][C:5]=2[S:4][CH2:3][CH2:2]1 |f:1.2,4.5|. Procedure details: To 5 mL of an ethyl acetate solution containing 190 mg of 1-(2-(4-((2,3-dihydro-1,4-benzodithiin-6-ylmethyl)amino)piperidin-1-yl)ethyl)-7-methoxyquinoxalin-2(1H)-one, 2 mL of 4 mol/L hydrogen chloride/ethyl acetate was added, and stirred at room temperature. The resulting solid was filtered to give 192 mg of 1-(2-(4-((2,3-dihydro-1,4-benzodithiin-6-ylmethyl)amino)piperidin-1-yl)ethyl)-7-methoxyquinoxalin-2(1H)-one hydrochloride as a brown solid. Reactants: Cl.OC(CC1=CC=NC=C1)C (4-(2-Hydroxypropyl)pyridine hydrochloride), [H][H] (hydrogen), C(C)(=O)O (acetic acid). Reagents/catalysts: [Pt]=O (platinum oxide). Yields the product Cl.C(C)(=O)OC(CC1CCNCC1)C (4-(2-acetoxypropyl)piperidine hydrochloride). As a reaction SMILES: [ClH:1].[OH:2][CH:3]([CH3:11])[CH2:4][C:5]1[CH:10]=[CH:9][N:8]=[CH:7][CH:6]=1.[H][H].[C:14](O)(=[O:16])[CH3:15]>[Pt]=O>[ClH:1].[C:14]([O:2][CH:3]([CH3:11])[CH2:4][CH:5]1[CH2:10][CH2:9][NH:8][CH2:7][CH2:6]1)(=[O:16])[CH3:15] |f:0.1,5.6|. Procedure details: 4-(2-Hydroxypropyl)pyridine hydrochloride (11 g) in glacial acetic acid (110 ml) was hydrogenated at 50°/50 p.s.i. over a platinum oxide catalyst until uptake of hydrogen ceased. The catalyst was removed by filtration and the filtrate was evaporated to dryness in vacuo. The residue was triturated with ether (100 ml) and the resultant solid was recrystallized from ethyl acetate-isopropyl alcohol (1:1) to give 4-(2-acetoxypropyl)piperidine hydrochloride (1 g) m.p. 188°-191°.